This data is from the Open Reaction Database (ORD), a public repository of structured organic reaction records. The task is: describe an organic reaction: reactants, conditions, products, and yield Reactants: C(#N)C1=C(C=C(CN2C=NC=C2CN2CC(N(CC2)CC2=C(C=CC(=C2)OCC=C)OCC2=CC=CC=C2)=O)C=C1)F (4-[1-(4-Cyano-3-fluorobenzyl)-5-imidazolylmethyl]-1-[2-benzyloxy-5-((2-propenyl)oxy)benzyl]-2-piperazinone), CCOC(=O)C (EtOAc), [BH4-].[Na+] (sodium borohydride). The reagents and catalysts are C=1C=CC(=CC1)[P](C=2C=CC=CC2)(C=3C=CC=CC3)[Pd]([P](C=4C=CC=CC4)(C=5C=CC=CC5)C=6C=CC=CC6)([P](C=7C=CC=CC7)(C=8C=CC=CC8)C=9C=CC=CC9)[P](C=1C=CC=CC1)(C=1C=CC=CC1)C=1C=CC=CC1 (Pd(PPh3)4). Run in C1CCOC1 (THF). The product is C(#N)C1=C(C=C(CN2C=NC=C2CN2CC(N(CC2)CC2=C(C=CC(=C2)OCC=C)O)=O)C=C1)F (4-[1-(4-Cyano-3-fluorobenzyl)-5-imidazolylmethyl]-1-[2-hydroxy-5-((2-propenyl)oxy)benzyl]-2-piperazinone). RXN SMILES: [C:1]([C:3]1[CH:41]=[CH:40][C:6]([CH2:7][N:8]2[C:12]([CH2:13][N:14]3[CH2:19][CH2:18][N:17]([CH2:20][C:21]4[CH:26]=[C:25]([O:27][CH2:28][CH:29]=[CH2:30])[CH:24]=[CH:23][C:22]=4[O:31]CC4C=CC=CC=4)[C:16](=[O:39])[CH2:15]3)=[CH:11][N:10]=[CH:9]2)=[CH:5][C:4]=1[F:42])#[N:2].[BH4-].[Na+].CCOC(C)=O>C1COCC1.C1C=CC([P]([Pd]([P](C2C=CC=CC=2)(C2C=CC=CC=2)C2C=CC=CC=2)([P](C2C=CC=CC=2)(C2C=CC=CC=2)C2C=CC=CC=2)[P](C2C=CC=CC=2)(C2C=CC=CC=2)C2C=CC=CC=2)(C2C=CC=CC=2)C2C=CC=CC=2)=CC=1>[C:1]([C:3]1[CH:41]=[CH:40][C:6]([CH2:7][N:8]2[C:12]([CH2:13][N:14]3[CH2:19][CH2:18][N:17]([CH2:20][C:21]4[CH:26]=[C:25]([O:27][CH2:28][CH:29]=[CH2:30])[CH:24]=[CH:23][C:22]=4[OH:31])[C:16](=[O:39])[CH2:15]3)=[CH:11][N:10]=[CH:9]2)=[CH:5][C:4]=1[F:42])#[N:2] |f:1.2,^1:59,61,80,99|. Procedure: To a solution of the product of Step G (800 mg, 1.38 mmol) in 20 mL of THF at room temperature was added Pd(PPh3)4 (203 mg, 0.176 mmol), followed by sodium borohydride (86.2 mg, 2.28 mmol). The reaction was stirred for several hours, then poured into EtOAc and washed with water, saturated NaHCO3 solution and brine, dried (Na2SO4), filtered, and concentrated in vacuo. The crude product was taken up in methanol, filtered, and the solids were dried in vacuo to afford the titled product as an off-wh... The reactants are C1=C(C=CC=C1O)C (m-cresol), C1=CC(=CC=C1O)C (p-cresol). Yields the product C1=C(C=CC=C1O)C.C1=CC(=CC=C1O)C (m-cresol p-cresol). As a reaction SMILES: [CH:1]1[C:6]([OH:7])=[CH:5][CH:4]=[CH:3][C:2]=1[CH3:8].[CH:9]1[C:14]([OH:15])=[CH:13][CH:12]=[C:11]([CH3:16])[CH:10]=1>>[CH:1]1[C:6]([OH:7])=[CH:5][CH:4]=[CH:3][C:2]=1[CH3:8].[CH:13]1[C:14]([OH:15])=[CH:9][CH:10]=[C:11]([CH3:16])[CH:12]=1 |f:2.3|. Procedure: D-2: Novolak resin (novolak resin obtained by mixing m-cresol and p-cresol to afford a ratio of m-cresol/p-cresol=60/40 (ratio by mass), followed by addition condensation in the presence of formaldehyde and an acid catalyst) (mass average molecular weight of 8,000) Reactants: C1(=CC=CC=C1)N1CCN(CC1)CCCCNC(=O)C1=CC2=CN=C3C=CC=C(S1)N32 (N-[4-(4-phenyl-1-piperazinyl)butan-1-yl]-5-thia-1,8b-diazaacenaphthylene-4-carboxamide), Cl.CO (HCl methanol). Run in C(C)O (ethanol). Conditions: time 3 hour. Yields the product Cl.Cl.Cl.C1(=CC=CC=C1)N1CCN(CC1)CCCCNC(=O)C1=CC2=CN=C3C=CC=C(S1)N32 (N-[4-(4-phenyl-1-piperazinyl)butan-1-yl]-5-thia-1,8b-diazaacenaphthylene-4-carboxamide Trihydrochloride). Reaction SMILES: [C:1]1([N:7]2[CH2:12][CH2:11][N:10]([CH2:13][CH2:14][CH2:15][CH2:16][NH:17][C:18]([C:20]3[S:30][C:29]4[N:31]5[C:22](=[CH:23][N:24]=[C:25]5[CH:26]=[CH:27][CH:28]=4)[CH:21]=3)=[O:19])[CH2:9][CH2:8]2)[CH:6]=[CH:5][CH:4]=[CH:3][CH:2]=1.[ClH:32].CO>C(O)C>[ClH:32].[ClH:32].[ClH:32].[C:1]1([N:7]2[CH2:8][CH2:9][N:10]([CH2:13][CH2:14][CH2:15][CH2:16][NH:17][C:18]([C:20]3[S:30][C:29]4[N:31]5[C:22](=[CH:23][N:24]=[C:25]5[CH:26]=[CH:27][CH:28]=4)[CH:21]=3)=[O:19])[CH2:11][CH2:12]2)[CH:6]=[CH:5][CH:4]=[CH:3][CH:2]=1 |f:1.2,4.5.6.7|. Procedure details: To a solution of 1.37 g (3.16 mM) of N-[4-(4-phenyl-1-piperazinyl)butan-1-yl]-5-thia-1,8b-diazaacenaphthylene-4-carboxamide in ethanol (20 ml) was added 10 ml (40 mM) of 4N-HCl/methanol at room temperature and the mixture was stirred at room temperature for 3 hours (crystals separated out). After the solvent was distilled off under reduced pressure, ethanol and diethyl ether were added to the residue and the resulting crystals were collected by filtration and rinsed with ethanol and diethyl ethe... Starting materials: Cl (hydrochloric acid), [BH4-].[Na+] (sodium borohydride), [BH4-].[Na+] (sodium borohydride), COC=1C(=CC2=C(C(C(CCS2)C(=O)OC)=O)C1)OC (methyl 7,8-dimethoxy-5-oxo-2,3,4,5-tetrahydro-1-benzothiepin-4-carboxylate). Solvent: CO (methanol), C(Cl)Cl (methylene chloride). Reaction conditions: time 6 hour. The product is COC=1C(=CC2=C(C=C(CCS2)C(=O)O)C1)OC (7,8-dimethoxy-2,3-dihydro-1-benzothiepin-4-carboxylic acid). Isolated yield 63.4%. RXN SMILES: [CH3:1][O:2][C:3]1[C:4]([O:19][CH3:20])=[CH:5][C:6]2[S:12][CH2:11][CH2:10][CH:9]([C:13]([O:15]C)=[O:14])[C:8](=O)[C:7]=2[CH:18]=1.[BH4-].[Na+].Cl>CO.C(Cl)Cl>[CH3:1][O:2][C:3]1[C:4]([O:19][CH3:20])=[CH:5][C:6]2[S:12][CH2:11][CH2:10][C:9]([C:13]([OH:15])=[O:14])=[CH:8][C:7]=2[CH:18]=1 |f:1.2|. Procedure: In a mixture solvent of methanol (50 ml) and methylene chloride (50 ml) is dissolved methyl 7,8-dimethoxy-5-oxo-2,3,4,5-tetrahydro-1-benzothiepin-4-carboxylate (11.4 g) obtained in Reference Example 8. To the solution is added sodium borohydride (2.1 g) in limited amounts taking 6 hours with stirring. Excess sodium borohydride is decomposed with dilute hydrochloric acid, followed by extraction with methylene chloride. The organic layer is washed with a small volume of saturated aqueous saline, d... Reactants: ClCC1=CC=C(C=C)C=C1 (4-chloromethylstyrene), [C-]#N.[Na+] (sodium cyanide), O (water), [C-]#N.[Na+] (sodium cyanide). Run in C(C)O (ethanol). Conditions: temperature 65 celsius. Product: C(#N)CC1=CC=C(C=C)C=C1 (4-cyanomethylstyrene). As a reaction SMILES: [C-:1]#[N:2].[Na+].O.Cl[CH2:6][C:7]1[CH:14]=[CH:13][C:10]([CH:11]=[CH2:12])=[CH:9][CH:8]=1>C(O)C>[C:1]([CH2:6][C:7]1[CH:14]=[CH:13][C:10]([CH:11]=[CH2:12])=[CH:9][CH:8]=1)#[N:2] |f:0.1|. Procedure: In a 500 μl 4-opening flask equipped with a stirring bar, 49.01 g of sodium cyanide was mixed with 70.07 g of water and 50.96 g of ethanol. Then, the temperature of the flask was elevated to 60° C. and the sodium cyanide was completely dissolved. To said solution; 87.50 g of 4-chloromethylstyrene was slowly added and it was reacted for 3 hours while stirring and maintaining the reaction temperature within 60-70° C. When the reaction terminated, said solution was cooled to 40° C., and 100 g of di...